This data is from the Open Reaction Database (ORD), a public repository of structured organic reaction records. The task is: describe an organic reaction: reactants, conditions, products, and yield The reactants are COC(=O)C=1SC(=CC1N)C#CC(C)(C)C (3-amino-5-(3,3-dimethyl-but-1-ynyl)-thiophene-2-carboxylic acid methyl ester), CC1(C2=C(C(=CC=C2)P(C3=CC=CC=C3)C4=CC=CC=C4)OC5=C(C=CC=C51)P(C6=CC=CC=C6)C7=CC=CC=C7)C (xantphos), C([O-])([O-])=O.[Cs+].[Cs+] (cesium carbonate), BrC1=CC=C(OC2=NC=CC=C2)C=C1 (2-(4-Bromo-phenoxy)-pyridine). The reagents and catalysts are C(C)(=O)[O-].[Pd+2].C(C)(=O)[O-] (palladium acetate). Solvent: C1(=CC=CC=C1)C (toluene), C(C)(=O)OCC (ethyl acetate). Reaction conditions: temperature 110 celsius. Product: COC(=O)C=1SC(=CC1NC1=CC=C(C=C1)OC1=NC=CC=C1)C#CC(C)(C)C (5-(3,3-Dimethyl-but-1-ynyl)-3-[4-(pyridin-2-yloxy)-phenylamino]-thiophene-2-carboxylic acid methyl ester). The yield is 66.0%. As a reaction SMILES: [CH3:1][O:2][C:3]([C:5]1[S:6][C:7]([C:11]#[C:12][C:13]([CH3:16])([CH3:15])[CH3:14])=[CH:8][C:9]=1[NH2:10])=[O:4].CC1(C)C2C(=C(P(C3C=CC=CC=3)C3C=CC=CC=3)C=CC=2)OC2C(P(C3C=CC=CC=3)C3C=CC=CC=3)=CC=CC1=2.C(=O)([O-])[O-].[Cs+].[Cs+].Br[C:66]1[CH:78]=[CH:77][C:69]([O:70][C:71]2[CH:76]=[CH:75][CH:74]=[CH:73][N:72]=2)=[CH:68][CH:67]=1>C1(C)C=CC=CC=1.C(OCC)(=O)C.C([O-])(=O)C.[Pd+2].C([O-])(=O)C>[CH3:1][O:2][C:3]([C:5]1[S:6][C:7]([C:11]#[C:12][C:13]([CH3:16])([CH3:15])[CH3:14])=[CH:8][C:9]=1[NH:10][C:66]1[CH:67]=[CH:68][C:69]([O:70][C:71]2[CH:76]=[CH:75][CH:74]=[CH:73][N:72]=2)=[CH:77][CH:78]=1)=[O:4] |f:2.3.4,8.9.10|. Procedure: A mixture of 3-amino-5-(3,3-dimethyl-but-1-ynyl)-thiophene-2-carboxylic acid methyl ester (0.200 g, 0.843 mmol), palladium acetate (0.019 g, 0.084 mmol), xantphos (0.058 g, 0.101 mmol), cesium carbonate (0.767 g, 2.36 mmol) and 2-(4-Bromo-phenoxy)-pyridine (0.252 g, 1.01 mmol) in toluene (3 mL) was heated by microwave to 110° C. for 45 minutes. The reaction was diluted with ethyl acetate filtered through a Celite pad and purified by silica gel chromatography to give 5-(3,3-Dimethyl-but-1-ynyl)-3... The reactants are ClC1=CC=C(N=N1)C(=O)O (6-chloropyridazine-3-carboxylic acid), C1(CC1)C=1C=C(C(=NC1)N1CCNCC1)C (1-(5-cyclopropyl-3-methylpyridin-2-yl)piperazine). Product: ClC1=CC=C(N=N1)C(=O)N1CCN(CC1)C1=NC=C(C=C1C)C1CC1 ((6-chloropyridazin-3-yl)[4-(5-cyclopropyl-3-methylpyridin-2-yl)piperazin-1-yl]methanone). The yield is 64.7%. RXN SMILES: [Cl:1][C:2]1[N:7]=[N:6][C:5]([C:8]([OH:10])=O)=[CH:4][CH:3]=1.[CH:11]1([C:14]2[CH:15]=[C:16]([CH3:26])[C:17]([N:20]3[CH2:25][CH2:24][NH:23][CH2:22][CH2:21]3)=[N:18][CH:19]=2)[CH2:13][CH2:12]1>>[Cl:1][C:2]1[N:7]=[N:6][C:5]([C:8]([N:23]2[CH2:24][CH2:25][N:20]([C:17]3[C:16]([CH3:26])=[CH:15][C:14]([CH:11]4[CH2:12][CH2:13]4)=[CH:19][N:18]=3)[CH2:21][CH2:22]2)=[O:10])=[CH:4][CH:3]=1. Procedure: Using 6-chloropyridazine-3-carboxylic acid (1 g) and 1-(5-cyclopropyl-3-methylpyridin-2-yl)piperazine (1.37 g) described in Preparation Example 83 and by the reaction and treatment in the same manner as in Preparation Example 118, the title compound (1.46 g) was obtained. Starting materials: CCCCCCCCC (nonane), C(C)(C)(C)OO (tert-butyl hydroperoxide), O=O (O2), C([O-])([O-])=O.[Cs+].[Cs+] (cesium carbonate), COC=1[C@@]2([C@@]3([C@@H]([C@](C(O3)C2)(C)CCCC(C)(C)OC)CC1)OC)CC=C(C)C ((3S,3aR,7R,7aS)-6,7a-Dimethoxy-3-(4-methoxy-4-methylpentyl)-3-methyl-7-(3-methylbut-2-en-1-yl)-2,3,3a,4,7,7a-hexahydro-2,7-methanobenzofuran), FC(C(=O)OC=1C(=C(C=CC1)I)OC(C(F)(F)F)=O)(F)F (bis(trifluoroacetoxy)iodobenzene). The solvent is CCOC(=O)C (EtOAc), CCCCCC (hexane), CCOC(=O)C (EtOAc), CCOC(=O)C (EtOAc). Run at temperature -78 celsius, time 2 hour. Yields the product SiO2, COC=1[C@@]2([C@@]3([C@@H]([C@](C(O3)C2)(C)CCCC(C)(C)OC)C(C1)=O)OC)CC=C(C)C ((3S,3aS,7R,7aS)-6,7a-Dimethoxy-3-(4-methoxy-4-methylpentyl)-3-methyl-7-(3-methylbut-2-en-1-yl)-3,3a,7,7a-tetrahydro-2,7-methanobenzofuran-4(2H)-one). Isolated yield 29.1%. As a reaction SMILES: C(=O)([O-])[O-:2].[Cs+].[Cs+].[CH3:7][O:8][C:9]1[C@@:10]2([CH2:30][CH:31]=[C:32]([CH3:34])[CH3:33])[CH2:16][CH:14]3[O:15][C@@:11]2([O:28][CH3:29])[C@H:12]([CH2:26][CH:27]=1)[C@@:13]3([CH2:18][CH2:19][CH2:20][C:21]([O:24][CH3:25])([CH3:23])[CH3:22])[CH3:17].CCCCCCCCC.C(OO)(C)(C)C.O=O.FC(F)(F)C(OC1C(OC(=O)C(F)(F)F)=C(I)C=CC=1)=O>CCOC(C)=O.CCCCCC>[CH3:7][O:8][C:9]1[C@@:10]2([CH2:30][CH:31]=[C:32]([CH3:34])[CH3:33])[CH2:16][CH:14]3[O:15][C@@:11]2([O:28][CH3:29])[C@H:12]([C:26](=[O:2])[CH:27]=1)[C@@:13]3([CH2:18][CH2:19][CH2:20][C:21]([O:24][CH3:25])([CH3:22])[CH3:23])[CH3:17] |f:0.1.2|. Reported procedure: An EtOAc (30 mL, sparged for 30 min with O2 directly prior to the reaction) slurry of cesium carbonate (12.76 g, 36.2 mmol, 4 equiv.), 31 (3.55 g, 9.04 mmol, 1 equiv.), and a nonane solution of tert-butyl hydroperoxide (5.5 M, 6.6 mL, 36 mmol, 4 equiv.) was cooled to −78° C. in a 3-neck 300-mL round-bottom flask with O2 bubbling through the slurry via glass pipette. An EtOAc (25 mL) solution of bis(trifluoroacetoxy)iodobenzene (11.67 g, 27.1 mmol, 3 equiv.) was added dropwise over 30 min, follow... Reactants: CC#N, CCC(=O)NCc1ccc(Cl)c(CO)c1, O=[Mn]=O. Yields the product CCC(=O)NCc1ccc(Cl)c(C=O)c1. RXN SMILES: [CH3:16][C:17]#[N:18].[Cl:1][c:2]1[c:3]([CH2:14][OH:15])[cH:4][c:5]([CH2:6][NH:7][C:8]([CH2:9][CH3:10])=[O:11])[cH:12][cH:13]1.[O:19]=[Mn:20]=[O:21]>>[Cl:1][c:2]1[c:3]([CH:14]=[O:15])[cH:4][c:5]([CH2:6][NH:7][C:8]([CH2:9][CH3:10])=[O:11])[cH:12][cH:13]1. Yield: 75.6%. Yields the product FC1=CC=C(C=C1)N1N=C(C2=CC=CC=C12)C1CCNCC1 (1-(4-fluorophenyl)-3-(4-piperidinyl)-1H-indazole). Reactants: FC1=CC=C(C=C1)N1N=C(C2=CC=CC=C12)C1CCN(CC1)C#N (4-[1-(4-fluorophenyl)-1H-indazol-3-yl]piperidine-1-carbonitrile), [OH-].[Na+] (NaOH). Procedure details: A stirred mixture of 4-[1-(4-fluorophenyl)-1H-indazol-3-yl]piperidine-1-carbonitrile of Example 102 (30 g, 0.094 moles) and 25% H (225 ml) was refluxed for 20 hours. The mixture was cooled, poured into H2O, and basified with a 25% NaOH solution. The product was extracted (dichloromethane), dried (MgSO4), and concentrated which yielded 21 g (76%) of 1-(4-fluorophenyl)-3-(4-piperidinyl)-1H-indazole as an oil. Solvent: O (H2O). Reaction SMILES: [F:1][C:2]1[CH:7]=[CH:6][C:5]([N:8]2[C:16]3[C:11](=[CH:12][CH:13]=[CH:14][CH:15]=3)[C:10]([CH:17]3[CH2:22][CH2:21][N:20](C#N)[CH2:19][CH2:18]3)=[N:9]2)=[CH:4][CH:3]=1.[OH-].[Na+]>O>[F:1][C:2]1[CH:7]=[CH:6][C:5]([N:8]2[C:16]3[C:11](=[CH:12][CH:13]=[CH:14][CH:15]=3)[C:10]([CH:17]3[CH2:22][CH2:21][NH:20][CH2:19][CH2:18]3)=[N:9]2)=[CH:4][CH:3]=1 |f:1.2|.